Dataset: the Open Reaction Database (ORD), a public repository of structured organic reaction records. Task: describe an organic reaction: reactants, conditions, products, and yield Starting materials: Brc1ccc2[nH]ccc2c1, CS(C)=O, Cl, CI, [K+], [OH-]. The product is Cn1ccc2cc(Br)ccc21. RXN SMILES: [Br:1][c:2]1[cH:3][c:4]2[cH:5][cH:6][nH:7][c:8]2[cH:9][cH:10]1.[CH3:16][S:17](=[O:18])[CH3:19].[ClH:15].[I:13][CH3:14].[K+:12].[OH-:11]>>[Br:1][c:2]1[cH:3][c:4]2[cH:5][cH:6][n:7]([CH3:14])[c:8]2[cH:9][cH:10]1.